This data is from the Open Reaction Database (ORD), a public repository of structured organic reaction records. The task is: describe an organic reaction: reactants, conditions, products, and yield Reactants: FC=1C=CC(=NC1)C1=NOC(=C1/C=C/C=1SC(=C(N1)C)C(=O)O)C (2-{(E)-2-[3-(5-fluoro-pyridin-2-yl)-5-methyl-isoxazol-4-yl]-vinyl}-4-methyl-thiazole-5-carboxylic acid), C1(CC1)N (cyclopropylamine). Run in CO.O (methanol water). Yields the product C1(CC1)NC(=O)C1=C(N=C(S1)\C=C\C=1C(=NOC1C)C1=NC=C(C=C1)F)C (2-{(E)-2-[3-(5-Fluoro-pyridin-2-yl)-5-methyl-isoxazol-4-yl]-vinyl}-4-methyl-thiazole-5-carboxylic acid cyclopropylamide). The yield is 52.0%. RXN SMILES: [F:1][C:2]1[CH:3]=[CH:4][C:5]([C:8]2[C:12](/[CH:13]=[CH:14]/[C:15]3[S:16][C:17]([C:21]([OH:23])=O)=[C:18]([CH3:20])[N:19]=3)=[C:11]([CH3:24])[O:10][N:9]=2)=[N:6][CH:7]=1.[CH:25]1([NH2:28])[CH2:27][CH2:26]1>CO.O>[CH:25]1([NH:28][C:21]([C:17]2[S:16][C:15](/[CH:14]=[CH:13]/[C:12]3[C:8]([C:5]4[CH:4]=[CH:3][C:2]([F:1])=[CH:7][N:6]=4)=[N:9][O:10][C:11]=3[CH3:24])=[N:19][C:18]=2[CH3:20])=[O:23])[CH2:27][CH2:26]1 |f:2.3|. Procedure: As described for example 71d, 2-{(E)-2-[3-(5-fluoro-pyridin-2-yl)-5-methyl-isoxazol-4-yl]-vinyl}-4-methyl-thiazole-5-carboxylic acid (69 mg, 0.2 mmol) was converted, using cyclopropylamine instead of isopropylamine, to the title compound (40 mg, 52%) which was obtained as a white solid after trituration from methanol/water. MS: m/e=385.1 [M+H]+. Reactants: CCO, N#CC=Cc1cccnc1. Product: N#CCCc1cccnc1. Reaction SMILES: [CH3:11][CH2:12][OH:13].[n:1]1[cH:2][c:3]([CH:7]=[CH:8][C:9]#[N:10])[cH:4][cH:5][cH:6]1>>[n:1]1[cH:2][c:3]([CH2:7][CH2:8][C:9]#[N:10])[cH:4][cH:5][cH:6]1.